Dataset: the Open Reaction Database (ORD), a public repository of structured organic reaction records. Task: describe an organic reaction: reactants, conditions, products, and yield Starting materials: C1COCCO1, FC(F)c1nc2ccccc2n1-c1nc(Cl)cc(N2CCOCC2)n1, [K+], [K+], O=C([O-])[O-], O, OB(O)c1cncnc1. The product is FC(F)c1nc2ccccc2n1-c1nc(-c2cncnc2)cc(N2CCOCC2)n1. RXN SMILES: [CH2:41]1[O:42][CH2:43][CH2:44][O:45][CH2:46]1.[Cl:1][c:2]1[n:3][c:4](-[n:14]2[c:15]([CH:23]([F:24])[F:25])[n:16][c:17]3[c:18]2[cH:19][cH:20][cH:21][cH:22]3)[n:5][c:6]([N:8]2[CH2:9][CH2:10][O:11][CH2:12][CH2:13]2)[cH:7]1.[K+:35].[K+:36].[O-:37][C:38]([O-:39])=[O:40].[OH2:47].[n:26]1[cH:27][n:28][cH:29][c:30]([B:32]([OH:33])[OH:34])[cH:31]1>>[c:2]1(-[c:30]2[cH:29][n:28][cH:27][n:26][cH:31]2)[n:3][c:4](-[n:14]2[c:15]([CH:23]([F:24])[F:25])[n:16][c:17]3[c:18]2[cH:19][cH:20][cH:21][cH:22]3)[n:5][c:6]([N:8]2[CH2:9][CH2:10][O:11][CH2:12][CH2:13]2)[cH:7]1. The reactants are OC1=CC=NC=C1 (4-hydroxypyridine), BrCCN1C(C=2C(C1=O)=CC=CC2)=O (N-(2-bromoethyl)phthalimide), C1CCC2=NCCCN2CC1 (1,8-diazabicyclo[5.4.0]-7-undecene). Solvent: CN(C)C=O (DMF). Run at time 32 hour. The product is C1(C=2C(C(N1CCOC1=CC=NC=C1)=O)=CC=CC2)=O (4-(2-phthalimidoethyloxy)pyridine). The yield is 3.1%. RXN SMILES: [OH:1][C:2]1[CH:7]=[CH:6][N:5]=[CH:4][CH:3]=1.Br[CH2:9][CH2:10][N:11]1[C:15](=[O:16])[C:14]2=[CH:17][CH:18]=[CH:19][CH:20]=[C:13]2[C:12]1=[O:21].C1CCN2C(=NCCC2)CC1>CN(C=O)C>[C:12]1(=[O:21])[N:11]([CH2:10][CH2:9][O:1][C:2]2[CH:7]=[CH:6][N:5]=[CH:4][CH:3]=2)[C:15](=[O:16])[C:14]2=[CH:17][CH:18]=[CH:19][CH:20]=[C:13]12. Reported procedure: To a solution of 4.76 g (50 mmol) of 4-hydroxypyridine and 13.97 g (55 mmol) of N-(2-bromoethyl)phthalimide in 80 ml of DMF, 8.23 ml (55 mmol) of 1,8-diazabicyclo[5.4.0]-7-undecene was added. The mixture was stirred at room temperature for 32 hours. After the solvent was distilled off, the mixture was poured into water and extracted with ethyl acetate. The mixture was washed with water and dried over anhydrous magnesium sulfate, and then the solvent was distilled off. The residue was purified by... Reactants: FC1=CC=C(C=C1)C=1N=C(SC1C(=O)OCC)C (Ethyl 4-(4-fluorophenyl)-2-methyl-5-thiazolecarboxylate), [H-].[Al+3].[Li+].[H-].[H-].[H-] (Lithium aluminum hydride), O (Water), [OH-].[Na+] (sodium hydroxide), O (water). Run in O1CCCC1 (tetrahydrofuran). Reaction conditions: time 30 minute. Product: FC1=CC=C(C=C1)C=1N=C(SC1CO)C (4-(4-fluorophenyl)-5-hydroxymethyl-2-methylthiazole). Isolated yield 74.5%. As a reaction SMILES: [F:1][C:2]1[CH:7]=[CH:6][C:5]([C:8]2[N:9]=[C:10]([CH3:18])[S:11][C:12]=2[C:13](OCC)=[O:14])=[CH:4][CH:3]=1.[H-].[Al+3].[Li+].[H-].[H-].[H-].O.[OH-].[Na+]>O1CCCC1>[F:1][C:2]1[CH:3]=[CH:4][C:5]([C:8]2[N:9]=[C:10]([CH3:18])[S:11][C:12]=2[CH2:13][OH:14])=[CH:6][CH:7]=1 |f:1.2.3.4.5.6,8.9|. Reported procedure: Ethyl 4-(4-fluorophenyl)-2-methyl-5-thiazolecarboxylate (59 g) prepared by a known method (Chem. Pharm. Bull., 43(6), 947, 1995) was dissolved in tetrahydrofuran (700 ml). Lithium aluminum hydride (13 g) was added under ice-cooling and the mixture was stirred for 30 min. Water (13 ml), 15% sodium hydroxide (13 ml) and water (39 ml) were added successively to the reaction mixture, and the precipitated insoluble materials were filtered off. The filtrate was concentrated under reduced pressure to g...